From a dataset of the Open Reaction Database (ORD), a public repository of structured organic reaction records. describe an organic reaction: reactants, conditions, products, and yield Reactants: CC(CC=O)(CC=O)C (3,3-dimethylglutaraldehyde), O.C1(=CC=C(C=C1)S(=O)(=O)O)C (p-toluenesulfonic acid monohydrate), 3.96, NC=1SC=C(N1)C (2-amino-4-methylthiazole). Solvent: C1=CC=CC=C1 (benzene). Reaction conditions: time 5 hour. Product: CC1(C=CN(C=C1)C=1SC=C(N1)C)C (1,4-Dihydro-4,4-dimethyl-1-(4-methyl-2-thiazolyl) pyridine). Reaction SMILES: [CH3:1][C:2]([CH3:9])([CH2:6][CH:7]=O)[CH2:3][CH:4]=O.[NH2:10][C:11]1[S:12][CH:13]=[C:14]([CH3:16])[N:15]=1.O.C1(C)C=CC(S(O)(=O)=O)=CC=1>C1C=CC=CC=1>[CH3:1][C:2]1([CH3:9])[CH:6]=[CH:7][N:10]([C:11]2[S:12][CH:13]=[C:14]([CH3:16])[N:15]=2)[CH:4]=[CH:3]1 |f:2.3|. Procedure: In 170 ml of benzene, 4.45 l g (0.035 mole) of 3,3-dimethylglutaraldehyde was combined with 3.96 (0.035 mole) of 2-amino-4-methylthiazole under nitrogen. The reaction mixture was brought to reflux and water azeotroped off via a Dean-Stark trap. After 21 hours 0.20 g (0.001 mole) of p-toluenesulfonic acid monohydrate was added to the reaction mixture and heating continued an additional 5 hours after which the solvent was evaporated in vacuo. The crude product was purified by silica gel flash chro... Reactants: O=C1CCC(=O)N1Br, O=C([O-])O, CN(C)C=O, c1cnc2c(c1)CCN2, [Na+]. The product is Brc1cnc2c(c1)CCN2. As a reaction SMILES: [Br:10][N:11]1[C:12](=[O:13])[CH2:14][CH2:15][C:16]1=[O:17].[C:18](=[O:19])([OH:20])[O-:21].[CH3:23][N:24]([CH3:25])[CH:26]=[O:27].[NH:1]1[CH2:2][CH2:3][c:4]2[c:5]1[n:6][cH:7][cH:8][cH:9]2.[Na+:22]>>[NH:1]1[CH2:2][CH2:3][c:4]2[c:5]1[n:6][cH:7][c:8]([Br:10])[cH:9]2. The reactants are CCN=C=NCCCN(C)C, CCN1CCOCC1, NCc1ccc(Cl)cc1Cl, ClCCl, Cl, CN1C(=O)N(CC(F)F)CC1C(=O)O, O, On1nnc2ccccc21. Yields the product CN1C(=O)N(CC(F)F)CC1C(=O)NCc1ccc(Cl)cc1Cl. As a reaction SMILES: [CH2:27]([N:28]=[C:29]=[N:30][CH2:31][CH2:32][CH2:33][N:34]([CH3:35])[CH3:36])[CH3:37].[CH2:38]([N:39]1[CH2:40][CH2:41][O:42][CH2:43][CH2:44]1)[CH3:45].[Cl:46][c:47]1[c:48]([CH2:54][NH2:55])[cH:49][cH:50][c:51]([Cl:53])[cH:52]1.[Cl:56][CH2:57][Cl:58].[ClH:26].[F:1][CH:2]([CH2:3][N:4]1[C:5](=[O:13])[N:6]([CH3:12])[CH:7]([C:9](=[O:10])[OH:11])[CH2:8]1)[F:14].[OH2:15].[OH:16][n:17]1[c:18]2[cH:19][cH:20][cH:21][cH:22][c:23]2[n:24][n:25]1>>[F:1][CH:2]([CH2:3][N:4]1[C:5](=[O:13])[N:6]([CH3:12])[CH:7]([C:9](=[O:11])[NH:55][CH2:54][c:48]2[c:47]([Cl:46])[cH:52][c:51]([Cl:53])[cH:50][cH:49]2)[CH2:8]1)[F:14]. The yield is 89.9%. Solvent: CO (methanol). Reaction conditions: time 2 hour. Reported procedure: To a solution of 3.64 g (10 mmol) of the 2-[(4R,6S)-2,2-dimethyl-6-benzoyloxymethyl-1,3-dioxan-4-yl]acetic tert-butyl ester produced in Example 26 in methanol (36 mL) was added 10 mL of 1N-aqueous sodium hydroxide solution, and the mixture was stirred at room temperature for 2 hours. This reaction mixture was adjusted to pH 7 by gradual addition of 1N-hydrochoric acid under ice-cooling. The methanol was then distilled off under reduced pressure and the residual aqueous solution was extracted wit... As a reaction SMILES: [C:1]([O:5][C:6](=[O:26])[CH2:7][C@H:8]1[CH2:13][C@@H:12]([CH2:14][O:15]C(=O)C2C=CC=CC=2)[O:11][C:10]([CH3:25])([CH3:24])[O:9]1)([CH3:4])([CH3:3])[CH3:2].[OH-].[Na+].Cl>CO>[C:1]([O:5][C:6](=[O:26])[CH2:7][C@H:8]1[CH2:13][C@@H:12]([CH2:14][OH:15])[O:11][C:10]([CH3:25])([CH3:24])[O:9]1)([CH3:2])([CH3:4])[CH3:3] |f:1.2|. Product: C(C)(C)(C)OC(C[C@@H]1OC(O[C@@H](C1)CO)(C)C)=O (2-[(4R,6S)-6-(hydroxymethyl)-2,2-dimethyl-1,3-dioxan-4-yl]acetic tert-butyl ester). Reactants: C(C)(C)(C)OC(C[C@@H]1OC(O[C@@H](C1)COC(C1=CC=CC=C1)=O)(C)C)=O (2-[(4R,6S)-2,2-dimethyl-6-benzoyloxymethyl-1,3-dioxan-4-yl]acetic tert-butyl ester), [OH-].[Na+] (sodium hydroxide), Cl (hydrochoric acid). Starting materials: [N+](=O)(O)[O-] (nitric acid), CC1=CC=CC=C1.CN(S(=O)=O)C (4-methyl-benzene N,N-dimethylsulfonamide), O (water). Solvent: S(O)(O)(=O)=O (sulfuric acid). Conditions: time 1 hour. Product: CC1=C(C=CC=C1)[N+](=O)[O-].CN(S(=O)=O)C (4-methyl-3-nitro-benzene N,N-dimethylsulfonamide). As a reaction SMILES: [N+:1]([O-:4])(O)=[O:2].[CH3:5][C:6]1[CH:11]=[CH:10][CH:9]=[CH:8][CH:7]=1.[CH3:12][N:13]([CH3:17])[SH:14](=[O:16])=[O:15].O>S(=O)(=O)(O)O>[CH3:5][C:6]1[CH:11]=[CH:10][CH:9]=[CH:8][C:7]=1[N+:1]([O-:4])=[O:2].[CH3:12][N:13]([CH3:17])[SH:14](=[O:16])=[O:15] |f:1.2,5.6|. Procedure details: To a gently stirring solution comprised of 1 molar equivalent of fuming nitric acid in excess concentrated sulfuric acid is added 1 molar equivalent of 4-methyl-benzene-N,N-dimethylsulfonamide in increments. The mixture is stirred for one hour and then poured over chilled water. The mixture is extracted with a suitable solvent like diethyl ether or dichloromethane. The organic phase is dried over a suitable drying agent like magnesium sulfate and concentrated in vacuo to afford a crude product w... The reactants are N(=O)[O-].[Na+] (sodium nitrite), NC1=NC(=CC(=N1)OCC1CCCCC1)N (2,6-Diamino-4-cyclohexylmethoxypyrimidine), starch iodide. The solvent is C(C)(=O)O (acetic acid). Conditions: temperature 80 celsius. The product is NC1=NC(=C(C(=N1)OCC1CCCCC1)N=O)N (2,6-Diamino-4-cyclohexylmethoxy-5-nitrosopyrimidine). Reaction SMILES: [NH2:1][C:2]1[N:7]=[C:6]([O:8][CH2:9][CH:10]2[CH2:15][CH2:14][CH2:13][CH2:12][CH2:11]2)[CH:5]=[C:4]([NH2:16])[N:3]=1.[N:17]([O-])=[O:18].[Na+]>C(O)(=O)C>[NH2:1][C:2]1[N:7]=[C:6]([O:8][CH2:9][CH:10]2[CH2:15][CH2:14][CH2:13][CH2:12][CH2:11]2)[C:5]([N:17]=[O:18])=[C:4]([NH2:16])[N:3]=1 |f:1.2|. Reported procedure: 2,6-Diamino-4-cyclohexylmethoxypyrimidine (0.28 g, 1.26 mmol) was dissolved in warm glacial acetic acid solution (30%, 10 ml). The solution was heated to 80° C. and sodium nitrite solution (0.12 g, 1.72 mmol in 5 ml of H2O) was added dropwise over 1 h, until and excess of oxidant, as indicated by starch iodide paper, was observed. The reaction mixture was allowed to cool to room temperature and the violet crystals were collected by filtration, and washed well with water. The title compound was p... Reactants: C=CCNC, COc1ccc(-c2ccnc(Cl)n2)cc1C=O, ClCCl. The product is C=CCN(C)Cc1cc(-c2ccnc(Cl)n2)ccc1OC. RXN SMILES: [CH3:18][NH:19][CH2:20][CH:21]=[CH2:22].[Cl:1][c:2]1[n:3][cH:4][cH:5][c:6](-[c:8]2[cH:9][cH:10][c:11]([O:16][CH3:17])[c:12]([CH:13]=[O:14])[cH:15]2)[n:7]1.[Cl:23][CH2:24][Cl:25]>>[Cl:1][c:2]1[n:3][cH:4][cH:5][c:6](-[c:8]2[cH:9][cH:10][c:11]([O:16][CH3:17])[c:12]([CH2:13][N:19]([CH3:18])[CH2:20][CH:21]=[CH2:22])[cH:15]2)[n:7]1.